From a dataset of the Open Reaction Database (ORD), a public repository of structured organic reaction records. describe an organic reaction: reactants, conditions, products, and yield Run at temperature 0 celsius, time 0.5 hour. Reaction SMILES: [Cl:1][C:2]1[CH:15]=[CH:14][C:13]2[C@@H:12]3[CH2:16][C@@:5]([CH2:17][N:18]4[CH2:23][CH2:22][CH:21]([NH:24][C:25](=[O:30])[CH2:26][O:27][CH2:28][CH3:29])[CH2:20][CH2:19]4)([C:6]4[C:11]3=[CH:10][CH:9]=[CH:8][CH:7]=4)[C:4]=2[CH:3]=1.Cl>CCOCC>[ClH:1].[Cl:1][C:2]1[CH:15]=[CH:14][C:13]2[C@@H:12]3[CH2:16][C@@:5]([CH2:17][N:18]4[CH2:19][CH2:20][CH:21]([NH:24][C:25](=[O:30])[CH2:26][O:27][CH2:28][CH3:29])[CH2:22][CH2:23]4)([C:6]4[C:11]3=[CH:10][CH:9]=[CH:8][CH:7]=4)[C:4]=2[CH:3]=1 |f:3.4|. Yield: 172.1%. The reactants are ClC1=CC=2[C@@]3(C4=CC=CC=C4[C@H](C2C=C1)C3)CN3CCC(CC3)NC(COCC)=O (N-(1-[(9R,10R)-(-)-2-Chloro-9,10-dihydro-9,10-methanoanthracen-9-ylmethyl]-4-piperidyl)-2-ethoxyacetamide), Cl (hydrochloride). Product: Cl.ClC1=CC=2[C@@]3(C4=CC=CC=C4[C@H](C2C=C1)C3)CN3CCC(CC3)NC(COCC)=O (N-(1-[(9R,10R)-(-)-2-Chloro-9,10-dihydro-9,10-methanoanthracen-9-ylmethyl]-4-piperidyl)-2-ethoxyacetamide hydrochloride). Procedure: To a cold (ice bath) stirred solution of Example 3 (145 mg, 0.34 mmol) in ether (5 mL) was added ethereal hydrochloride (2 mL). After stirring at 0° C. for 0.5 h, the resulting suspension was filtered to give the title compound as a white solid (135 mg, 86%), mp 221.0°-3.0° C.; MS(CI): 425 (M+H); NMR (300 MHz, DMSO-d6): 1.14(t, 3H, J=6.3 Hz), 1.19(m, 4H), 2.50(s, submerged by DMSO, 2H), 2.75(m, 2H), 3.40-3.55(br m, 4H), 3.83(s, 2H), 3.91(br s, 1H), 4.20-4.40(br m, 2H), 4.48(s, 1H), 7.01(m, 3H), ... The solvent is CCOCC (ether). The reactants are [Na+], O=[N+]([O-])[O-], O, O=S(=O)(O)O, O=C1OC(=O)c2cc3ncccc3c3cccc1c23. Product: O=C1OC(=O)c2cc3ncccc3c3cc([N+](=O)[O-])cc1c23. As a reaction SMILES: [Na+:20].[O-:21][N+:22]([O-:23])=[O:24].[OH2:25].[S:26](=[O:27])(=[O:28])([OH:29])[OH:30].[c:1]12[cH:2][cH:3][cH:4][c:5]3[c:6]4[cH:7][cH:8][cH:9][n:10][c:11]4[cH:12][c:13]([c:14]13)[C:15](=[O:16])[O:17][C:18]2=[O:19]>>[c:1]12[cH:2][c:3]([N+:22](=[O:21])[O-:23])[cH:4][c:5]3[c:6]4[cH:7][cH:8][cH:9][n:10][c:11]4[cH:12][c:13]([c:14]13)[C:15](=[O:16])[O:17][C:18]2=[O:19].